From a dataset of the Open Reaction Database (ORD), a public repository of structured organic reaction records. describe an organic reaction: reactants, conditions, products, and yield Starting materials: [OH-].[K+] (potassium hydroxide), SC=1NC2=C(N1)C=CC=C2 (2-mercaptobenzimidazole), C(C)(=O)C1=C(C(=C(OCCCBr)C=C1)CCC)O (3-(4-acetyl-3-hydroxy-2-propylphenoxy)propylbromide). The solvent is ClCCl.O (dichloromethane water), C(C)O (ethanol). Yields the product C(C)(=O)C1=C(C(=C(OCCCSC=2NC3=C(N2)C=CC=C3)C=C1)CCC)O (2-[3-(4-acetyl-3-hydroxy-2-propylphenoxy)propylthio]benzimidazole). Isolated yield 81.4%. Reaction SMILES: [SH:1][C:2]1[NH:3][C:4]2[CH:10]=[CH:9][CH:8]=[CH:7][C:5]=2[N:6]=1.[OH-].[K+].[C:13]([C:16]1[CH:26]=[CH:25][C:19]([O:20][CH2:21][CH2:22][CH2:23]Br)=[C:18]([CH2:27][CH2:28][CH3:29])[C:17]=1[OH:30])(=[O:15])[CH3:14]>C(O)C.ClCCl.O>[C:13]([C:16]1[CH:26]=[CH:25][C:19]([O:20][CH2:21][CH2:22][CH2:23][S:1][C:2]2[NH:3][C:4]3[CH:10]=[CH:9][CH:8]=[CH:7][C:5]=3[N:6]=2)=[C:18]([CH2:27][CH2:28][CH3:29])[C:17]=1[OH:30])(=[O:15])[CH3:14] |f:1.2,5.6|. Reported procedure: To a suspension of 1.2 g of 2-mercaptobenzimidazole in 30 ml of ethanol was added 580 mg of potassium hydroxide under stirring and stirred at room termperature for 10 minutes. To this solution was added 2.8 g of 3-(4-acetyl-3-hydroxy-2-propylphenoxy)propylbromide at one time, and stirred at room temperature for 4 hours. The solvent was distilled off under reduced pressure and resulting residue was diluted with dichloromethane-water, then extracted with dichloromethane three times. The organic la... Starting materials: C(CCCCCCCCCCCCCCC)OC(C)C1OC1 ([1-(hexadecyloxy)ethyl]oxirane), C1(=CC=C(C=C1)S(=O)(=O)O)C (p-toluenesulfonic acid). The solvent is C(C)(=O)O (acetic acid). Run at time 0.5 hour. Product: C(CCCCCCCCCCCCCCC)OC(C(CO)O)C (3-(Hexadecyloxy)-1,2-butanediol). The yield is 7520.1%. As a reaction SMILES: [CH2:1]([O:17][CH:18]([CH:20]1[CH2:22][O:21]1)[CH3:19])[CH2:2][CH2:3][CH2:4][CH2:5][CH2:6][CH2:7][CH2:8][CH2:9][CH2:10][CH2:11][CH2:12][CH2:13][CH2:14][CH2:15][CH3:16].C1(C)C=CC(S(O)(=O)=[O:30])=CC=1>C(O)(=O)C>[CH2:1]([O:17][CH:18]([CH3:19])[CH:20]([OH:30])[CH2:22][OH:21])[CH2:2][CH2:3][CH2:4][CH2:5][CH2:6][CH2:7][CH2:8][CH2:9][CH2:10][CH2:11][CH2:12][CH2:13][CH2:14][CH2:15][CH3:16]. Procedure details: A mixture of 30 g of [1-(hexadecyloxy)ethyl]oxirane, 0.2 g of p-toluenesulfonic acid and 200 ml of glacial acetic acid was refluxed for 4.5 hours, then the acetic acid was removed. Toluene was added and removed. The residue was dissolved in 225 ml of methanol and 13.44 g of sodium hydroxide in 14 ml of water was added. This mixture was stirred 1/2 hour, the solvent removed and the residue extracted twice with ether. The ether extracts were combined, washed with brine, dried and the solvent remov...